This data is from the Open Reaction Database (ORD), a public repository of structured organic reaction records. The task is: describe an organic reaction: reactants, conditions, products, and yield Reactants: CO, Cl, NCC(O)c1ccc2nnnn2c1, O=C1CCN(c2ccc(CC3SC(=O)NC3=O)cc2)CC1, Cl[Sn](Cl)(Cl)Cl. The product is O=C1NC(=O)C(Cc2ccc(N3CCC(NCC(O)c4ccc5nnnn5c4)CC3)cc2)S1. Reaction SMILES: [CH3:41][OH:42].[ClH:40].[NH2:1][CH2:2][CH:3]([OH:4])[c:5]1[cH:6][cH:7][c:8]2[n:9]([cH:10]1)[n:11][n:12][n:13]2.[O:14]=[C:15]1[CH2:16][CH2:17][N:18]([c:21]2[cH:22][cH:23][c:24]([CH2:25][CH:26]3[C:27](=[O:32])[NH:28][C:29](=[O:31])[S:30]3)[cH:33][cH:34]2)[CH2:19][CH2:20]1.[Sn:35]([Cl:36])([Cl:37])([Cl:38])[Cl:39]>>[NH:1]([CH2:2][CH:3]([OH:4])[c:5]1[cH:6][cH:7][c:8]2[n:9]([cH:10]1)[n:11][n:12][n:13]2)[CH:15]1[CH2:16][CH2:17][N:18]([c:21]2[cH:22][cH:23][c:24]([CH2:25][CH:26]3[C:27](=[O:32])[NH:28][C:29](=[O:31])[S:30]3)[cH:33][cH:34]2)[CH2:19][CH2:20]1. The reactants are C(C)(=O)OC1=C2C3C(C(NC2=CC(=C1)CCCSCCCCC1=CC=CC=C1)(C)CC1=CC=CC=C1)CCC(C3)=O (1-acetoxy-6-benzyl-6-methyl-3-(8-phenyl-4-thiaoctyl)-5,6,6a,7,10,10a-hexahydrobenzo[c]quinoline-9(8H)one), C(=O)O (formic acid), C([O-])([O-])=O.[NH4+].[NH4+] (ammonium carbonate), C(=O)N (formamide), C(=O)O (formic acid). Solvent: O (water). Run at time 3 hour. Product: NC1CC2C(C(NC3=CC(=CC(=C23)O)CCCSCCCCC2=CC=CC=C2)(C)CC2=CC=CC=C2)CC1 (9-Amino-1-hydroxy-6-benzyl-6-methyl-3-(8-phenyl-4-thiaoctyl)-5,6,6a,7,8,9,10,10a-octahydrobenzo[c]quinoline). RXN SMILES: C([O:4][C:5]1[CH:14]=[C:13]([CH2:15][CH2:16][CH2:17][S:18][CH2:19][CH2:20][CH2:21][CH2:22][C:23]2[CH:28]=[CH:27][CH:26]=[CH:25][CH:24]=2)[CH:12]=[C:11]2[C:6]=1[CH:7]1[CH2:40][C:39](=O)[CH2:38][CH2:37][CH:8]1[C:9]([CH2:30][C:31]1[CH:36]=[CH:35][CH:34]=[CH:33][CH:32]=1)([CH3:29])N2)(=O)C.C(N)=O.C(O)=O.C(=O)([O-])[O-].[NH4+:52].[NH4+:53]>O>[NH2:52][CH:39]1[CH2:38][CH2:37][CH:8]2[C:9]([CH2:30][C:31]3[CH:32]=[CH:33][CH:34]=[CH:35][CH:36]=3)([CH3:29])[NH:53][C:11]3[C:6]([CH:7]2[CH2:40]1)=[C:5]([OH:4])[CH:14]=[C:13]([CH2:15][CH2:16][CH2:17][S:18][CH2:19][CH2:20][CH2:21][CH2:22][C:23]1[CH:24]=[CH:25][CH:26]=[CH:27][CH:28]=1)[CH:12]=3 |f:3.4.5|. Reported procedure: A mixture of 5.53 g. (0.01 mole) of dl-1-acetoxy-6-benzyl-6-methyl-3-(8-phenyl-4-thiaoctyl)-5,6,6a,7,10,10a-hexahydrobenzo[c]quinoline-9(8H)one, 5 ml. formamide and 10 ml. formic acid is heated at reflux under a nitrogen atmosphere while removing water as it forms in the reaction. Additional formic acid is added as required to control deposition of ammonium carbonate in the condenser. When the reaction temperature reaches 195° C., the mixture is cooled, diluted with water and extracted with ethy... Starting materials: Cl (HCl), ClC=1C=C2C(=CNC2=CC1)C=1CCN(CC1)C (5-chloro-3-(1-methyl-1,2,3,6-tetrahydro-4-pyridinyl)-1H-indole), crude product, FC1=CC=C(C=C1)S(=O)(=O)Cl (4-fluorophenylsulfonyl chloride), Cl (HCl), Cl (HCl). The solvent is CCOCC (ether). Product: ClC=1C=C2C(=CN(C2=CC1)S(=O)(=O)C1=CC=C(C=C1)F)C=1CCN(CC1)C (5-Chloro-1-(4-fluorophenylsulfonyl)-3-(1-methyl-1,2,3,6-tetrahydro-4-pyridinyl)indole). Yield: 80.5%. Reaction SMILES: [Cl:1][C:2]1[CH:3]=[C:4]2[C:8](=[CH:9][CH:10]=1)[NH:7][CH:6]=[C:5]2[C:11]1[CH2:12][CH2:13][N:14]([CH3:17])[CH2:15][CH:16]=1.[F:18][C:19]1[CH:24]=[CH:23][C:22]([S:25](Cl)(=[O:27])=[O:26])=[CH:21][CH:20]=1.Cl>CCOCC>[Cl:1][C:2]1[CH:3]=[C:4]2[C:8](=[CH:9][CH:10]=1)[N:7]([S:25]([C:22]1[CH:23]=[CH:24][C:19]([F:18])=[CH:20][CH:21]=1)(=[O:27])=[O:26])[CH:6]=[C:5]2[C:11]1[CH2:12][CH2:13][N:14]([CH3:17])[CH2:15][CH:16]=1. Reported procedure: from 5-chloro-3-(1-methyl-1,2,3,6-tetrahydro-4-pyridinyl)-1H-indole (Example 4d, 25 mg, 0.1 mmol) and 4-fluorophenylsulfonyl chloride (29.1 mg, 0.15 mmol). The HCl salt ether (32.6 mg, 74%) was prepared from the crude product using 1M HCl in ether. m.p 256-7° C., HRMS-FAB+ for C20H18N2O2SClF.HCl, calculated MH+ (--HCl): 405.08398; found: 405.0797. Reactants: C1(CC1)C(CC(=O)O)(C)NC(=O)C1=NC=C(C(=C1)OCC(F)(F)F)C1CC1 (3-cyclopropyl-3-[[5-cyclopropyl-4-(2,2,2-trifluoroethoxy)pyridine-2-carbonyl]amino]butanoic acid), [Cl-].[NH4+] (ammonium chloride). Product: NC(CC(C)(C1CC1)NC(=O)C1=NC=C(C(=C1)OCC(F)(F)F)C1CC1)=O (N-(4-amino-2-cyclopropyl-4-oxobutan-2-yl)-5-cyclopropyl-4-(2,2,2-trifluoroethoxy)pyridine-2-carboxamide). As a reaction SMILES: [CH:1]1([C:4]([NH:10][C:11]([C:13]2[CH:18]=[C:17]([O:19][CH2:20][C:21]([F:24])([F:23])[F:22])[C:16]([CH:25]3[CH2:27][CH2:26]3)=[CH:15][N:14]=2)=[O:12])([CH3:9])[CH2:5][C:6]([OH:8])=O)[CH2:3][CH2:2]1.[Cl-].[NH4+:29]>>[NH2:29][C:6](=[O:8])[CH2:5][C:4]([NH:10][C:11]([C:13]1[CH:18]=[C:17]([O:19][CH2:20][C:21]([F:22])([F:23])[F:24])[C:16]([CH:25]2[CH2:26][CH2:27]2)=[CH:15][N:14]=1)=[O:12])([CH:1]1[CH2:2][CH2:3]1)[CH3:9] |f:1.2|. Reported procedure: The title compound was synthesized in analogy to Example 112e, using 3-cyclopropyl-3-[[5-cyclopropyl-4-(2,2,2-trifluoroethoxy)pyridine-2-carbonyl]amino]butanoic acid (Example 229d) and ammonium chloride as starting materials and isolated (72 mg, 48%); MS (ESI, m/z): 386.6 (M+H+). Starting materials: COC(=O)C1=C(C=CC=C1)N=C=O (2-methoxycarbonylphenyl isocyanate), CN(N)C (1,1-dimethylhydrazine). The solvent is C1(=CC=CC=C1)C (toluene). Run at time 8 hour. The product is CN(NC(=O)NC1=C(C(=O)OC)C=CC=C1)C (methyl 2-[[(2,2-dimethylhydrazino)carbonyl]amino]benzoate). Reaction SMILES: [CH3:1][O:2][C:3]([C:5]1[CH:10]=[CH:9][CH:8]=[CH:7][C:6]=1[N:11]=[C:12]=[O:13])=[O:4].[CH3:14][N:15]([CH3:17])[NH2:16]>C1(C)C=CC=CC=1>[CH3:14][N:15]([CH3:17])[NH:16][C:12]([NH:11][C:6]1[CH:7]=[CH:8][CH:9]=[CH:10][C:5]=1[C:3]([O:2][CH3:1])=[O:4])=[O:13]. Reported procedure: To a solution of 300 mL of toluene containing 50 g of 2-methoxycarbonylphenyl isocyanate at 0° C. under a nitrogen atmosphere was added dropwise 21.44 mL of 1,1-dimethylhydrazine. The reaction mixture was allowed to warm to room temperature and stirred overnight. The mixture was then cooled to approximately 0° C., filtered, and the solid was rinsed with hexane to give 61.5 g of the title compound of Step A as a white solid. Starting materials: O=C([O-])[O-], CCOC(=O)N1c2cc(OC)c(OC(=O)OC)cc2C(N(Cc2cc(C(F)(F)F)cc(C(F)(F)F)c2)C(=O)OC)CC1C, CO, [K+], [K+], O. Product: CCOC(=O)N1c2cc(OC)c(O)cc2C(N(Cc2cc(C(F)(F)F)cc(C(F)(F)F)c2)C(=O)OC)CC1C. RXN SMILES: [C:44](=[O:45])([O-:46])[O-:47].[CH2:1]([CH3:2])[O:3][C:4](=[O:5])[N:6]1[CH:7]([CH3:43])[CH2:8][CH:9]([N:23]([C:24](=[O:25])[O:26][CH3:27])[CH2:28][c:29]2[cH:30][c:31]([C:39]([F:40])([F:41])[F:42])[cH:32][c:33]([C:35]([F:36])([F:37])[F:38])[cH:34]2)[c:10]2[cH:11][c:12]([O:18][C:19]([O:20][CH3:21])=[O:22])[c:13]([O:16][CH3:17])[cH:14][c:15]21.[CH3:51][OH:52].[K+:48].[K+:49].[OH2:50]>>[CH2:1]([CH3:2])[O:3][C:4](=[O:5])[N:6]1[CH:7]([CH3:43])[CH2:8][CH:9]([N:23]([C:24](=[O:25])[O:26][CH3:27])[CH2:28][c:29]2[cH:30][c:31]([C:39]([F:40])([F:41])[F:42])[cH:32][c:33]([C:35]([F:36])([F:37])[F:38])[cH:34]2)[c:10]2[cH:11][c:12]([OH:18])[c:13]([O:16][CH3:17])[cH:14][c:15]21. Reactants: O=C([O-])[O-], CC(C)c1nc2c([N+](=O)[O-])cc(N3CCOCC3)cc2n1Cc1cccc2ccccc12, CO, [Na+], [Na+]. The product is CC(C)c1nc2c(N)cc(N3CCOCC3)cc2n1Cc1cccc2ccccc12. Reaction SMILES: [C:33](=[O:34])([O-:35])[O-:36].[CH3:1][CH:2]([CH3:3])[c:4]1[n:5][c:6]2[c:7]([n:8]1[CH2:9][c:10]1[cH:11][cH:12][cH:13][c:14]3[cH:15][cH:16][cH:17][cH:18][c:19]13)[cH:20][c:21]([N:27]1[CH2:28][CH2:29][O:30][CH2:31][CH2:32]1)[cH:22][c:23]2[N+:24]([O-:25])=[O:26].[CH3:39][OH:40].[Na+:37].[Na+:38]>>[CH3:1][CH:2]([CH3:3])[c:4]1[n:5][c:6]2[c:7]([n:8]1[CH2:9][c:10]1[cH:11][cH:12][cH:13][c:14]3[cH:15][cH:16][cH:17][cH:18][c:19]13)[cH:20][c:21]([N:27]1[CH2:28][CH2:29][O:30][CH2:31][CH2:32]1)[cH:22][c:23]2[NH2:24].